From a dataset of the Open Reaction Database (ORD), a public repository of structured organic reaction records. describe an organic reaction: reactants, conditions, products, and yield Starting materials: CO, Cl, COC(=O)c1cc(-c2ccc(Cl)cc2)c(-c2ccc(Cl)cc2Cl)nc1OCc1ccc(F)c(F)c1, [Na+], [OH-], O. The product is O=C(O)c1cc(-c2ccc(Cl)cc2)c(-c2ccc(Cl)cc2Cl)nc1OCc1ccc(F)c(F)c1. Reaction SMILES: [CH3:39][OH:40].[ClH:38].[F:1][c:2]1[cH:3][c:4]([CH2:5][O:6][c:7]2[n:8][c:9](-[c:24]3[c:25]([Cl:31])[cH:26][c:27]([Cl:30])[cH:28][cH:29]3)[c:10](-[c:17]3[cH:18][cH:19][c:20]([Cl:23])[cH:21][cH:22]3)[cH:11][c:12]2[C:13](=[O:14])[O:15][CH3:16])[cH:32][cH:33][c:34]1[F:35].[Na+:37].[OH-:36].[OH2:41]>>[F:1][c:2]1[cH:3][c:4]([CH2:5][O:6][c:7]2[n:8][c:9](-[c:24]3[c:25]([Cl:31])[cH:26][c:27]([Cl:30])[cH:28][cH:29]3)[c:10](-[c:17]3[cH:18][cH:19][c:20]([Cl:23])[cH:21][cH:22]3)[cH:11][c:12]2[C:13](=[O:14])[OH:15])[cH:32][cH:33][c:34]1[F:35].